From a dataset of the Open Reaction Database (ORD), a public repository of structured organic reaction records. describe an organic reaction: reactants, conditions, products, and yield The reactants are C(C)(C)(C)OC=1C=C(CC(C(=O)OCC)C(O)C2=CC=C(C=C2)F)C=CC1 (ethyl (2RS,3RS)-2-[3-(tert-butyloxy)benzyl]-3-(4-fluorophenyl)-3-hydroxypropanoate), [OH-].[Na+] (sodium hydroxide), S(=O)(=O)(O)[O-].[K+] (potassium hydrogen sulfate). The solvent is CO (methanol). Run at time 3 hour. The product is C(C)(C)(C)OC=1C=C(CC(C(=O)O)C(O)C2=CC=C(C=C2)F)C=CC1 ((2RS,3RS)-2-[3-(tert-butyloxy)benzyl]-3-(4-fluorophenyl)-3-hydroxypropanoic acid). As a reaction SMILES: [C:1]([O:5][C:6]1[CH:7]=[C:8]([CH:25]=[CH:26][CH:27]=1)[CH2:9][CH:10]([CH:16]([C:18]1[CH:23]=[CH:22][C:21]([F:24])=[CH:20][CH:19]=1)[OH:17])[C:11]([O:13]CC)=[O:12])([CH3:4])([CH3:3])[CH3:2].[OH-].[Na+].S([O-])(O)(=O)=O.[K+]>CO>[C:1]([O:5][C:6]1[CH:7]=[C:8]([CH:25]=[CH:26][CH:27]=1)[CH2:9][CH:10]([CH:16]([C:18]1[CH:19]=[CH:20][C:21]([F:24])=[CH:22][CH:23]=1)[OH:17])[C:11]([OH:13])=[O:12])([CH3:4])([CH3:2])[CH3:3] |f:1.2,3.4|. Reported procedure: To a solution of ethyl (2RS,3RS)-2-[3-(tert-butyloxy)benzyl]-3-(4-fluorophenyl)-3-hydroxypropanoate (8.8 g, 23.5 mmol) in methanol (100 ml) was added 2N aqueous sodium hydroxide solution (23.5 ml, 47 mmol), and the mixture was stirred at room temperature for 3 hrs. The reaction solution was acidified with 5% aqueous potassium hydrogen sulfate solution (100 ml). The mixture was extracted with ethyl acetate (200 ml). The extract was washed with water, dried over anhydrous magnesium sulfate, and ev... Reactants: CO (methanol), COC(CN(CCCC)C1CC(NC(C1)(C)C)(C)C)=O (N-(2,2,6,6-tetramethyl-4-piperidinyl)-N-n-butylglycine methyl ester), CC1(NC(CC(C1)O)(C)C)C (2,2,6,6-tetramethyl-4-piperidinol), [NH2-].[Li+] (lithium amide). The solvent is CCCCCCCC (n-octane), CCCCCCCC (n-octane). Yields the product CC1(NC(CC(C1)OC(CN(CCCC)C1CC(NC(C1)(C)C)(C)C)=O)(C)C)C (N-(2,2,6,6-tetramethyl-4-piperidinyl)-N-n-butylglycine(2,2,6,6-tetramethyl-4-piperidinyl)ester). The yield is 80.8%. As a reaction SMILES: [CH3:1][O:2][C:3](=[O:20])[CH2:4][N:5]([CH:10]1[CH2:15][C:14]([CH3:17])([CH3:16])[NH:13][C:12]([CH3:19])([CH3:18])[CH2:11]1)[CH2:6][CH2:7][CH2:8][CH3:9].[CH3:21][C:22]1([CH3:31])[CH2:27]C(O)[CH2:25][C:24]([CH3:30])([CH3:29])[NH:23]1.[NH2-].[Li+].CO>CCCCCCCC>[CH3:21][C:22]1([CH3:31])[CH2:27][CH:1]([O:2][C:3](=[O:20])[CH2:4][N:5]([CH:10]2[CH2:15][C:14]([CH3:17])([CH3:16])[NH:13][C:12]([CH3:19])([CH3:18])[CH2:11]2)[CH2:6][CH2:7][CH2:8][CH3:9])[CH2:25][C:24]([CH3:30])([CH3:29])[NH:23]1 |f:2.3|. Reported procedure: To the same flask as used in Example 1 were added 28.4 g (0.1 mole) of N-(2,2,6,6-tetramethyl-4-piperidinyl)-N-n-butylglycine methyl ester, 17.3 g (0.11 mole) of 2,2,6,6-tetramethyl-4-piperidinol, 0.23 g (0.01 mole) of lithium amide and 100 g of n-octane. The temperature was raised with stirring, and reaction was carried out at 128° to 130° C. for 5 hours, during which methanol was removed from the reaction system by means of the Deanstark trap. After completion of the reaction, water was added ... The product is Nc1nc(N)c2c(Nc3ccccc3)cccc2n1. The reactants are CS(C)=O, [H-], Nc1nc(N)c2c(F)cccc2n1, Nc1ccccc1, [Na+]. As a reaction SMILES: [CH3:23][S:24](=[O:25])[CH3:26].[H-:8].[NH2:10][c:11]1[n:12][c:13]2[cH:14][cH:15][cH:16][c:17]([F:22])[c:18]2[c:19]([NH2:21])[n:20]1.[NH2:1][c:2]1[cH:3][cH:4][cH:5][cH:6][cH:7]1.[Na+:9]>>[NH:1]([c:2]1[cH:3][cH:4][cH:5][cH:6][cH:7]1)[c:17]1[cH:16][cH:15][cH:14][c:13]2[n:12][c:11]([NH2:10])[n:20][c:19]([NH2:21])[c:18]21. The reactants are CC(=O)O, C1CCOC1, CCN(CC)C(=O)c1cnc2ccoc2c1. The product is CCN(CC)Cc1cnc2ccoc2c1. Reaction SMILES: [CH3:17][C:18](=[O:19])[OH:20].[O:21]1[CH2:22][CH2:23][CH2:24][CH2:25]1.[o:1]1[cH:2][cH:3][c:4]2[n:5][cH:6][c:7]([C:10](=[O:11])[N:12]([CH2:13][CH3:14])[CH2:15][CH3:16])[cH:8][c:9]12>>[o:1]1[cH:2][cH:3][c:4]2[n:5][cH:6][c:7]([CH2:10][N:12]([CH2:13][CH3:14])[CH2:15][CH3:16])[cH:8][c:9]12. Reactants: CCOC(=O)C(OCC)C(=O)NCc1ccc(C#N)cc1, C1CCOC1, CO, [Li+], [OH-], O. Product: CCOC(C(=O)O)C(=O)NCc1ccc(C#N)cc1. As a reaction SMILES: [CH2:1]([CH3:2])[O:3][C:4]([CH:5]([C:6](=[O:7])[NH:8][CH2:9][c:10]1[cH:11][cH:12][c:13]([C:16]#[N:17])[cH:14][cH:15]1)[O:18][CH2:19][CH3:20])=[O:21].[CH2:27]1[O:28][CH2:29][CH2:30][CH2:31]1.[CH3:24][OH:25].[Li+:23].[OH-:22].[OH2:26]>>[O:3]=[C:4]([CH:5]([C:6](=[O:7])[NH:8][CH2:9][c:10]1[cH:11][cH:12][c:13]([C:16]#[N:17])[cH:14][cH:15]1)[O:18][CH2:19][CH3:20])[OH:21].